describe an organic reaction: reactants, conditions, products, and yield From a dataset of the Open Reaction Database (ORD), a public repository of structured organic reaction records. Reactants: [OH-].[Na+] (sodium hydroxide), O (water), O (water), FC(C(CCOC1=CC=C(C(=O)OCC)C=C1)CCCC)(F)F (ethyl p-(3-trifluoromethylheptyloxy)benzoate). The solvent is CO (methanol), CO (methanol). Yields the product FC(C(CCOC1=CC=C(C(=O)O)C=C1)CCCC)(F)F (p-(3-trifluoromethylheptyloxy)benzoic acid). Yield: 90.0%. RXN SMILES: [OH-].[Na+].O.[F:4][C:5]([F:26])([F:25])[CH:6]([CH2:21][CH2:22][CH2:23][CH3:24])[CH2:7][CH2:8][O:9][C:10]1[CH:20]=[CH:19][C:13]([C:14]([O:16]CC)=[O:15])=[CH:12][CH:11]=1>CO>[F:4][C:5]([F:25])([F:26])[CH:6]([CH2:21][CH2:22][CH2:23][CH3:24])[CH2:7][CH2:8][O:9][C:10]1[CH:20]=[CH:19][C:13]([C:14]([OH:16])=[O:15])=[CH:12][CH:11]=1 |f:0.1|. Reported procedure: In a round-bottomed flask, 0.27 g of sodium hydroxide and 1 ml of water were placed, 3 ml of methanol was added and then 0.7 9 of ethyl p-(3-trifluoromethylheptyloxy)benzoate was added thereto, followed by 4 hours of reaction at 50° C. Then, water was added to the system, and methanol was distilled off, followed by addition of 6N-hydrochloric acid to recover a precipitated crystal. The crystal was dried in a desiccator to obtain 0.55 g of p-(3-trifluoromethylheptyloxy)benzoic acid 4 (Yield: 90%) Reactants: B(Br)(Br)Br (BBr3), [K+].[Br-] (KBr), ClC1C(CC2=C(C(C=C(C(N2)=O)OC)=O)C1CC)Cl (6,7,8,9-tetrahydro-7,8-dichloro-6-ethyl-3-methoxy-1H-1-benzazepine-2,5-dione), C(=O)(O)[O-].[Na+] (NaHCO3). The solvent is C(Cl)Cl (CH2Cl2), C(Cl)Cl (CH2Cl2). Run at time 1 hour. The product is ClC1C(CC2=C(C(C=C(C(N2)=O)O)=O)C1CC)Cl (6,7,8,9-Tetrahydro-7,8-dichloro-6-ethyl-3-hydroxy-1H-1-benzazepine-2,5-dione). Reaction SMILES: [Cl:1][CH:2]1[CH:16]([CH2:17][CH3:18])[C:6]2[C:7](=[O:15])[CH:8]=[C:9]([O:13]C)[C:10](=[O:12])[NH:11][C:5]=2[CH2:4][CH:3]1[Cl:19].B(Br)(Br)Br.C([O-])(O)=O.[Na+].[K+].[Br-]>C(Cl)Cl>[Cl:1][CH:2]1[CH:16]([CH2:17][CH3:18])[C:6]2[C:7](=[O:15])[CH:8]=[C:9]([OH:13])[C:10](=[O:12])[NH:11][C:5]=2[CH2:4][CH:3]1[Cl:19] |f:2.3,4.5|. Procedure details: To a stirred suspension of 6,7,8,9-tetrahydro-7,8-dichloro-6-ethyl-3-methoxy-1H-1-benzazepine-2,5-dione (525 mg, 1.73 mmol) in dry CH2Cl2 (60 mL, from CaH2) under N2, a solution of BBr3 in CH2Cl2 (10 mL, 1M, Aldrich) was added over 10 s. The suspension turned orange, then a yellow solution was observed which transformed to a yellow suspension. The suspension was allowed to stir under N2 for 1 h. The reaction was added to saturated NaHCO3 (200 mL) and was allowed to stir for 10 min. A pink emulsi... Starting materials: ClC1=C(C(=O)OCC)C=CC(=C1)Cl (ethyl 2,4-dichlorobenzoate), N1=CC(=CC=C1)CC(=O)OCC (ethyl 3-pyridylacetate), C[O-].[Na+] (sodium methoxide). Solvent: Cl (hydrochloric acid). Conditions: time 20 hour. Product: ClC1=C(C=CC(=C1)Cl)C(CC=1C=NC=CC1)=O (2',4'-dichloro-2-(3-pyridyl)-acetophenone). As a reaction SMILES: [Cl:1][C:2]1[CH:12]=[C:11]([Cl:13])[CH:10]=[CH:9][C:3]=1[C:4]([O:6]CC)=O.[N:14]1[CH:19]=[CH:18][CH:17]=[C:16]([CH2:20]C(OCC)=O)[CH:15]=1.C[O-].[Na+]>Cl>[Cl:1][C:2]1[CH:12]=[C:11]([Cl:13])[CH:10]=[CH:9][C:3]=1[C:4](=[O:6])[CH2:20][C:16]1[CH:15]=[N:14][CH:19]=[CH:18][CH:17]=1 |f:2.3|. Procedure: A mixture of 27.6 g of ethyl 2,4-dichlorobenzoate and 20.81 g of ethyl 3-pyridylacetate at 20°-25° is treated portionwise with 10.59 g of sodium methoxide. The mixture is subsequently heated at 65°-70° and resulting readily volatile products are blown off with dry nitrogen. After 20 hours, the mixture is treated with 40 ml of concentrated hydrochloric acid and heated at reflux temperature for 18 hours. The mixture is washed with diethyl ether and the aqueous phase is made basic by adding concent... Starting materials: O (water), NC=1C(=NC(=C[N+]1[O-])C1=CN(C(C=C1)=O)C(C)C)C(=O)N (3-Amino-6-(1-isopropyl-6-oxo-1,6-dihydro-3-pyridyl)-2-pyrazinecarboxamide 4-oxide), P(=O)(Cl)(Cl)Cl (phosphoryl chloride), P(=O)(Cl)(Cl)Cl (phosphoryl chloride). Run in CN(C)C=O (DMF). Reaction conditions: temperature -30 celsius, time 1 hour. The product is NC=1C(=NC(=C(N1)Cl)C1=CN(C(C=C1)=O)C(C)C)C(=O)N (3-amino-5-chloro-6-(1-isopropyl-6-oxo-1,6-dihydro-3-pyridyl)-2-pyrazinecarboxamide). Isolated yield 83.4%. As a reaction SMILES: [NH2:1][C:2]1[C:3]([C:19]([NH2:21])=[O:20])=[N:4][C:5]([C:9]2[CH:14]=[CH:13][C:12](=[O:15])[N:11]([CH:16]([CH3:18])[CH3:17])[CH:10]=2)=[CH:6][N+:7]=1[O-].P(Cl)(Cl)([Cl:24])=O.O>CN(C=O)C>[NH2:1][C:2]1[C:3]([C:19]([NH2:21])=[O:20])=[N:4][C:5]([C:9]2[CH:14]=[CH:13][C:12](=[O:15])[N:11]([CH:16]([CH3:18])[CH3:17])[CH:10]=2)=[C:6]([Cl:24])[N:7]=1. Reported procedure: 3-Amino-6-(1-isopropyl-6-oxo-1,6-dihydro-3-pyridyl)-2-pyrazinecarboxamide 4-oxide (8 g) was dissolved in DMF (80 ml). The solution was cooled to −30° C. To the cooled solution was added phosphoryl chloride (12.7 g) dropwise at −30˜−40° C. After addition of phosphoryl chloride, the temperature of the reaction mixture was raised to −10˜−5° C. The mixture was stirred at −10˜−5° C. for 1 hour. To the reaction mixture was added water (400 ml). The suspension was stirred at 30-35° C. for 15 hours. The... The reactants are FC1(C[C@H](N(C1)C(=O)OCC1=CC=CC=C1)C(=O)OC)F (1-benzyl 2-methyl (2S)-4,4-difluoropyrrolidine-1,2-dicarboxylate), [OH-].[Na+] (NaOH). The solvent is CO (methanol). Yields the product C(C1=CC=CC=C1)OC(=O)N1[C@H](C(=O)O)CC(C1)(F)F (1-[(Benzyloxy)carbonyl]-4,4-difluoro-L-proline). Reaction SMILES: [F:1][C:2]1([F:21])[CH2:6][N:5]([C:7]([O:9][CH2:10][C:11]2[CH:16]=[CH:15][CH:14]=[CH:13][CH:12]=2)=[O:8])[C@H:4]([C:17]([O:19]C)=[O:18])[CH2:3]1.[OH-].[Na+]>CO>[CH2:10]([O:9][C:7]([N:5]1[CH2:6][C:2]([F:21])([F:1])[CH2:3][C@H:4]1[C:17]([OH:19])=[O:18])=[O:8])[C:11]1[CH:12]=[CH:13][CH:14]=[CH:15][CH:16]=1 |f:1.2|. Procedure details: A solution of 1-benzyl 2-methyl (2S)-4,4-difluoropyrrolidine-1,2-dicarboxylate in methanol was refluxed with 2N NaOH (2 eq) for 2 hours. Methanol was removed and pH adjusted to 1 with 3 N HCl obtaining a suspension which was extracted several times with ethyl acetate. Combined organics were dried over Na2SO4 and evaporated to give title product as a dark brown oil. Reactants: CC(C)C(NC(=O)OC(C)(C)C)C(=O)O, ClCCl, CCN(C(C)C)C(C)C, CC(C)C(N)C(=O)CCN(C(=O)C(Cl)Cl)c1ccnc(-c2cc(-c3c(Cl)cccc3Cl)no2)c1. RXN SMILES: [C:10](=[O:11])([O:12][C:13]([CH3:14])([CH3:15])[CH3:16])[NH:17][CH:18]([CH:19]([CH3:20])[CH3:21])[C:22](=[O:23])[OH:24].[CH2:59]([Cl:60])[Cl:61].[CH:1]([N:2]([CH:3]([CH3:4])[CH3:5])[CH2:6][CH3:7])([CH3:8])[CH3:9].[NH2:25][CH:26]([CH:27]([CH3:55])[CH3:56])[C:57]([CH2:28][CH2:29][N:30]([C:31]([CH:32]([Cl:33])[Cl:34])=[O:35])[c:36]1[cH:37][c:38](-[c:42]2[cH:43][c:44](-[c:47]3[c:48]([Cl:54])[cH:49][cH:50][cH:51][c:52]3[Cl:53])[n:45][o:46]2)[n:39][cH:40][cH:41]1)=[O:58]>>[C:10](=[O:11])([O:12][C:13]([CH3:14])([CH3:15])[CH3:16])[NH:17][CH:18]([CH:19]([CH3:20])[CH3:21])[C:22](=[O:24])[CH2:28][CH2:29][N:30]([C:31]([CH:32]([Cl:33])[Cl:34])=[O:35])[c:36]1[cH:37][c:38](-[c:42]2[cH:43][c:44](-[c:47]3[c:48]([Cl:54])[cH:49][cH:50][cH:51][c:52]3[Cl:53])[n:45][o:46]2)[n:39][cH:40][cH:41]1. Product: CC(C)C(NC(=O)OC(C)(C)C)C(=O)CCN(C(=O)C(Cl)Cl)c1ccnc(-c2cc(-c3c(Cl)cccc3Cl)no2)c1. The reactants are [Na] (sodium), C1(=CC=CC=C1)NN (phenylhydrazine), C(C=C)#N (acrylonitrile). The solvent is C(C)O (ethanol). Product: NC1=NN(CC1)C1=CC=CC=C1 (3-Amino-1-phenyl-2-pyrazoline). Reaction SMILES: [Na].[C:2]1([NH:8][NH2:9])[CH:7]=[CH:6][CH:5]=[CH:4][CH:3]=1.[C:10](#[N:13])[CH:11]=[CH2:12]>C(O)C>[NH2:13][C:10]1[CH2:11][CH2:12][N:8]([C:2]2[CH:7]=[CH:6][CH:5]=[CH:4][CH:3]=2)[N:9]=1 |^1:0|. Reported procedure: A 2.0 g. amount of sodium metal is dissolved in 100 ml. of absolute ethanol, then 40.0 ml. of phenylhydrazine is added followed by 26.0 ml. of acrylonitrile. The reaction mixture is refluxed for 3 hours with exothermic crystallization of a product. The product is collected by filtration and washed with 95% ethanol. The material is recrystallized from dichloromethane-benzene to give 43.6 g. of the desired product as a solid, m.p. 168°-170.5° C. Starting materials: C(C1=CC=CC=C1)OC=1C=C(C=O)C=CC1I (3-benzyloxy-4-iodobenzaldehyde), FC=1C=CC(=C(C1)B(O)O)OC (5-fluoro-2-methoxyphenyl boronic acid), C([O-])([O-])=O.[K+].[K+] (potassium carbonate). The reagents and catalysts are C=1C=CC(=CC1)[P](C=2C=CC=CC2)(C=3C=CC=CC3)[Pd]([P](C=4C=CC=CC4)(C=5C=CC=CC5)C=6C=CC=CC6)([P](C=7C=CC=CC7)(C=8C=CC=CC8)C=9C=CC=CC9)[P](C=1C=CC=CC1)(C=1C=CC=CC1)C=1C=CC=CC1 (tetrakis(triphenylphosphine)palladium). The solvent is O1CCCC1 (tetrahydrofuran), CN(C=O)C (dimethylformamide), C(C)OCC (diethyl ether). Conditions: temperature 120 celsius. Product: C(C1=CC=CC=C1)OC1=C(C=CC(=C1)C=O)C1=C(C=CC(=C1)F)OC (2-benzyloxy-5′-fluoro-2′-methoxy-biphenyl-4-carbaldehyde). RXN SMILES: [CH2:1]([O:8][C:9]1[CH:10]=[C:11]([CH:14]=[CH:15][C:16]=1I)[CH:12]=[O:13])[C:2]1[CH:7]=[CH:6][CH:5]=[CH:4][CH:3]=1.[F:18][C:19]1[CH:20]=[CH:21][C:22]([O:28][CH3:29])=[C:23](B(O)O)[CH:24]=1.C(=O)([O-])[O-].[K+].[K+]>O1CCCC1.CN(C)C=O.C(OCC)C.C1C=CC([P]([Pd]([P](C2C=CC=CC=2)(C2C=CC=CC=2)C2C=CC=CC=2)([P](C2C=CC=CC=2)(C2C=CC=CC=2)C2C=CC=CC=2)[P](C2C=CC=CC=2)(C2C=CC=CC=2)C2C=CC=CC=2)(C2C=CC=CC=2)C2C=CC=CC=2)=CC=1>[CH2:1]([O:8][C:9]1[CH:10]=[C:11]([CH:12]=[O:13])[CH:14]=[CH:15][C:16]=1[C:21]1[CH:20]=[C:19]([F:18])[CH:24]=[CH:23][C:22]=1[O:28][CH3:29])[C:2]1[CH:7]=[CH:6][CH:5]=[CH:4][CH:3]=1 |f:2.3.4,^1:54,56,75,94|. Procedure: To a stirred solution of 3-hydroxy-4-iodobenzaldehyde (4.0 g, 16.2 mmol) in acetone (50 ml) was added benzyl bromide (2.76 g, 16.2 mmol) and potassium carbonate (2.23 g, 16.2 mmol). The reaction mixture was heated under reflux for 16 h. The solvent was evaporated and the residue was dissolved in ethyl acetate, washed with water and dried over anhydrous magnesium sulfate. The solvent was evaporated to give 3-benzyloxy-4-iodo-benzaldehyde (5.1 g) as orange oil. A mixture of 3-benzyloxy-4-iodobenza... Procedure details: Piperazine (4.3 g, 0.05 mol) was added to a suspension of 5-chloro-2-mercapto-7-methylbenzoxazole (5.0 g, 0.25 mol) in toluene (100 mL) with stirring. The reaction mixture was stirred for 7 hours under reflux, then cooled, and the mixture was added to a mixture of ethyl acetate (45 mL) and water (80 mL). The mixture was adjusted to pH 7.5 by gradually adding 5 N hydrochloric acid. The separated organic layer was washed with water (80 mL), added with water (80 mL) again, and adjusted to pH 1–1.5 ... Starting materials: C(C)(=O)OCC (ethyl acetate), Cl (hydrochloric acid), N1CCNCC1 (Piperazine), ClC=1C=C(C2=C(N=C(O2)S)C1)C (5-chloro-2-mercapto-7-methylbenzoxazole). Reaction SMILES: [NH:1]1[CH2:6][CH2:5][NH:4][CH2:3][CH2:2]1.[Cl:7][C:8]1[CH:9]=[C:10]([CH3:18])[C:11]2[O:15][C:14](S)=[N:13][C:12]=2[CH:17]=1.C(OCC)(=O)C.Cl>C1(C)C=CC=CC=1.O>[Cl:7][C:8]1[CH:9]=[C:10]([CH3:18])[C:11]2[O:15][C:14]([N:1]3[CH2:6][CH2:5][NH:4][CH2:3][CH2:2]3)=[N:13][C:12]=2[CH:17]=1. Run in O (water), C1(=CC=CC=C1)C (toluene). The product is ClC=1C=C(C2=C(N=C(O2)N2CCNCC2)C1)C (5-Chloro-7-methyl-2-(1-piperazinyl)benzoxazole). The yield is 34.2%.